Task: describe an organic reaction: reactants, conditions, products, and yield. Dataset: the Open Reaction Database (ORD), a public repository of structured organic reaction records Reactants: Cl (hydrochloride), CC=1C2=CC=CC=C2C2CNCCC21 (1,3,4,9b-Tetrahydro-5-methyl-2H-indeno[1,2-c]pyridine), C(C=C)(=O)N1CCCCC1 (acrylic acid piperidide). Yields the product CC=1C2=CC=CC=C2C2CN(CCC21)CCC(=O)N2CCCCC2 (3-(1,3,4,9b-Tetrahydro-5-methyl-2H-indeno[1,2-c]pyridin-2-yl) propionic acid piperidide). Reaction SMILES: [CH3:1][C:2]1[C:3]2[C:8]([CH:9]3[C:14]=1[CH2:13][CH2:12][NH:11][CH2:10]3)=[CH:7][CH:6]=[CH:5][CH:4]=2.[C:15]([N:19]1[CH2:24][CH2:23][CH2:22][CH2:21][CH2:20]1)(=[O:18])[CH:16]=[CH2:17].Cl>>[CH3:1][C:2]1[C:3]2[C:8]([CH:9]3[C:14]=1[CH2:13][CH2:12][N:11]([CH2:17][CH2:16][C:15]([N:19]1[CH2:24][CH2:23][CH2:22][CH2:21][CH2:20]1)=[O:18])[CH2:10]3)=[CH:7][CH:6]=[CH:5][CH:4]=2. Procedure details: 1,3,4,9b-Tetrahydro-5-methyl-2H-indeno[1,2-c]pyridine and acrylic acid piperidide are reacted in accordance with the process described in Example 6. Reaction period nine hours. M.P. of the hydrochloride of the title compound 219°-221° from ethanol (decomp.). Reactants: C(C1=CC=CC=C1)NC1=C(C=C(C=C1)S(=O)(=O)C)[N+](=O)[O-] (benzyl-(4-methanesulfonyl-2-nitro-phenyl)-amine), [Sn](Cl)(Cl)(Cl)Cl (tin chloride), C(O)([O-])=O.[Na+] (sodium hydrogen carbonate). The solvent is C(C)O (ethanol). Yields the product C(C1=CC=CC=C1)NC=1C(=CC(=CC1)S(=O)(=O)C)N (N*1*-benzyl-4-methanesulfonyl-benzene-1,2-diamine). Isolated yield 94.2%. RXN SMILES: [CH2:1]([NH:8][C:9]1[CH:14]=[CH:13][C:12]([S:15]([CH3:18])(=[O:17])=[O:16])=[CH:11][C:10]=1[N+:19]([O-])=O)[C:2]1[CH:7]=[CH:6][CH:5]=[CH:4][CH:3]=1.[Sn](Cl)(Cl)(Cl)Cl.C(=O)([O-])O.[Na+]>C(O)C>[CH2:1]([NH:8][C:9]1[C:10]([NH2:19])=[CH:11][C:12]([S:15]([CH3:18])(=[O:17])=[O:16])=[CH:13][CH:14]=1)[C:2]1[CH:3]=[CH:4][CH:5]=[CH:6][CH:7]=1 |f:2.3|. Procedure details: A stirred solution of benzyl-(4-methanesulfonyl-2-nitro-phenyl)-amine (0.300 g, Reference Example 66) and tin chloride (1.86 g) in ethanol (5 ml) was heated in a Smith Creator microwave at 140° C. for 10 minutes. The reaction mixture was basified using saturated sodium hydrogen carbonate solution to pH 8 and extracted with ethyl acetate. The organic layer was dried over magnesium sulfate and concentrated to give N*1*-benzyl-4-methanesulfonyl-benzene-1,2-diamine (0.255 g) as a pale brown solid. L... The reactants are CS(=O)(=O)OCCC1=C(C=CC=C1)Br (2-(2-bromophenyl)ethyl methanesulfonate), C(C)OCCN (2-ethoxyethanamine), C([O-])([O-])=O.[K+].[K+] (potassium carbonate). Solvent: O1CCCC1 (tetrahydrofuran). The product is BrC1=C(C=CC=C1)CCNCCOCC (2-(2-Bromophenyl)-N-(2-ethoxyethyl)ethanamine). RXN SMILES: CS(O[CH2:6][CH2:7][C:8]1[CH:13]=[CH:12][CH:11]=[CH:10][C:9]=1[Br:14])(=O)=O.[CH2:15]([O:17][CH2:18][CH2:19][NH2:20])[CH3:16].C(=O)([O-])[O-].[K+].[K+]>O1CCCC1>[Br:14][C:9]1[CH:10]=[CH:11][CH:12]=[CH:13][C:8]=1[CH2:7][CH2:6][NH:20][CH2:19][CH2:18][O:17][CH2:15][CH3:16] |f:2.3.4|. Procedure details: 3.5 g of 2-(2-bromophenyl)ethyl methanesulfonate, 5.59 g of 2-ethoxyethanamine, 8.67 g of potassium carbonate and 70 cm3 of tetrahydrofuran are stirred under the reflux of the solvent under an inert atmosphere for 48 h. The heating is stopped, then the reaction mixture is filtered. The insoluble material is washed twice with ethyl acetate. The filtrate is concentrated using a rotary evaporator under reduced pressure (5 kPa). The product obtained is purified by flash chromatography over silica (c... Reactants: COCCOCC(C(CC#N)=O)(C)C (5-(2-methoxy-ethoxy)-4,4-dimethyl-3-oxo-pentanenitrile), [OH-].[Na+] (sodium hydroxide), S(=O)(=O)(O)O.NO (hydroxylamine sulfate). Run in O (water). The product is COCCOCC(C)(C)C1=NOC(=C1)N (3-[2-(2-Methoxy-ethoxy)-1,1-dimethyl-ethyl]-isoxazol-5-ylamine). Isolated yield 35.8%. Reaction SMILES: [CH3:1][O:2][CH2:3][CH2:4][O:5][CH2:6][C:7]([CH3:14])([CH3:13])[C:8](=O)[CH2:9][C:10]#[N:11].[OH-:15].[Na+].S(O)(O)(=O)=O.[NH2:22]O>O>[CH3:1][O:2][CH2:3][CH2:4][O:5][CH2:6][C:7]([C:8]1[CH:9]=[C:10]([NH2:11])[O:15][N:22]=1)([CH3:14])[CH3:13] |f:1.2,3.4|. Procedure: To a stirred solution of 5-(2-methoxy-ethoxy)-4,4-dimethyl-3-oxo-pentanenitrile (3.04 g, 15.27 mmol) and sodium hydroxide (1.31 g, 32.82 mmol) in water (34 mL) is added hydroxylamine sulfate (1.25 g, 7.63 mmol). The reaction mixture is stirred at reflux for 18 h. After this time, the reaction mixture is cooled to room temperature and extracted with ethyl acetate 3 times. The organic layers are combined and washed with brine, dried over Na2SO4, filtered and concentrated under reduced pressure. Pu... Reactants: OP(=O)(O)[O-].[K+] (KH2PO4), Na2HPO4, C=1N=C(C2=C(N1)N(C=N2)[C@H]3[C@@H]([C@@H]([C@H](O3)COP(=O)(O)OP(=O)(O)OC[C@@H]4[C@H]([C@H]([C@@H](O4)N5C=CCC(=C5)C(=O)N)O)O)O)O)N (NAD), C(=O)[O-] (formate), glass, C(=O)[O-].[Na+] (sodium formate), C=1N=C(C2=C(N1)N(C=N2)[C@H]3[C@@H]([C@@H]([C@H](O3)COP(=O)(O)OP(=O)(O)OC[C@@H]4[C@H]([C@H]([C@@H](O4)N5C=CCC(=C5)C(=O)N)O)O)O)O)N (NAD), C(=O)[O-].[Na+] (sodium formate), C=1N=C(C2=C(N1)N(C=N2)[C@H]3[C@@H]([C@@H]([C@H](O3)COP(=O)(O)OP(=O)(O)OC[C@@H]4[C@H]([C@H]([C@@H](O4)N5C=CCC(=C5)C(=O)N)O)O)O)O)N (NAD), OP(=O)(O)[O-].[K+] (KH2PO4), C1=CC(=C[N+](=C1)[C@H]2[C@@H]([C@@H]([C@H](O2)COP(=O)([O-])OP(=O)(O)OC[C@@H]3[C@H]([C@H]([C@@H](O3)N4C=NC5=C4N=CN=C5N)O)O)O)O)C(=O)N (nicotinamide adenine dinucleotide), C=1N=C(C2=C(N1)N(C=N2)[C@H]3[C@@H]([C@@H]([C@H](O3)COP(=O)(O)OP(=O)(O)OC[C@@H]4[C@H]([C@H]([C@@H](O4)N5C=CCC(=C5)C(=O)N)O)O)O)O)N (NAD), Na2HPO4. The solvent is O (water), C(C)#N (Acetonitrile). Product: P(=O)([O-])([O-])[O-] (Phosphate), C=1N=C(C2=C(N1)N(C=N2)[C@H]3[C@@H]([C@@H]([C@H](O3)COP(=O)(O)OP(=O)(O)OC[C@@H]4[C@H]([C@H]([C@@H](O4)N5C=CCC(=C5)C(=O)N)O)O)O)O)N (NAD). Reaction SMILES: C1C=[N+]([C@@H]2O[C@H](C[O:13][P:14]([O:17]P(OC[C@H]3O[C@@H](N4C5N=CN=C(N)C=5N=C4)[C@H](O)[C@@H]3O)(O)=O)([O-:16])=[O:15])[C@@H](O)[C@H]2O)C=C(C(N)=O)C=1.[CH:45]1[N:46]=[C:47]([NH2:88])[C:48]2[N:53]=[CH:52][N:51]([C@@H:54]3[O:58][C@H:57]([CH2:59][O:60][P:61]([O:64][P:65]([O:68][CH2:69][C@H:70]4[O:74][C@@H:73]([N:75]5[CH:80]=[C:79]([C:81]([NH2:83])=[O:82])[CH2:78][CH:77]=[CH:76]5)[C@H:72]([OH:84])[C@@H:71]4[OH:85])([OH:67])=[O:66])([OH:63])=[O:62])[C@@H:56]([OH:86])[C@H:55]3[OH:87])[C:49]=2[N:50]=1.C([O-])=O.C([O-])=O.[Na+].OP([O-])(O)=O.[K+]>O.C(#N)C>[P:14]([O-:17])([O-:16])([O-:15])=[O:13].[CH:45]1[N:46]=[C:47]([NH2:88])[C:48]2[N:53]=[CH:52][N:51]([C@@H:54]3[O:58][C@H:57]([CH2:59][O:60][P:61]([O:64][P:65]([O:68][CH2:69][C@H:70]4[O:74][C@@H:73]([N:75]5[CH:80]=[C:79]([C:81]([NH2:83])=[O:82])[CH2:78][CH:77]=[CH:76]5)[C@H:72]([OH:84])[C@@H:71]4[OH:85])([OH:67])=[O:66])([OH:63])=[O:62])[C@@H:56]([OH:86])[C@H:55]3[OH:87])[C:49]=2[N:50]=1 |f:3.4,5.6|. Procedure: Reagents: Lyophilized nicotinamide adenine dinucleotide-diaphorase (NAD-diaphorase), p-iodonitortetrazolium violet (INT), formate dehydrogenase, and sodium formate are all obtained from Sigma Chemical Co. Acetonitrile, Na2HPO4, and KH2PO4 are of analytic grade, and reverse osmosis-deionized water is used. Phosphate buffer (100 mmol/L, pH 6.0) is prepared by mixing 100 mmol/L KH2PO4 and 100 mmol/L Na2HPO4 (5:1). Buffered NAD-diaphorase is prepared by adding 150 ml of buffer to one bottle of lyoph... Reactants: N(=NC(=O)N1CCCCC1)C(=O)N1CCCCC1 (1,1′-(azodicarbonyl)dipiperidine), OC1=CC(N(C=C1)C=1C=CC2=C(N(C(=N2)C2C(C2)C(C)(C)O)C)C1)=O (4-hydroxy-1-(2-((1RS,2SR)-2-(2-hydroxypropan-2-yl)cyclopropyl)-1-methyl-1H-benzimidazol-6-yl)pyridin-2(1H)-one), ClC1=CC=C(S1)CO ((5-chloro-2-thienyl)methanol), C(CCC)P(CCCC)CCCC (tributylphosphine). The solvent is C1CCOC1 (THF). Conditions: temperature 60 celsius, time 2 hour. The product is ClC1=CC=C(S1)COC1=CC(N(C=C1)C=1C=CC2=C(N(C(=N2)C2C(C2)C(C)(C)O)C)C1)=O (4-((5-Chloro-2-thienyl)methoxy)-1-(2-((1RS,2SR)-2-(2-hydroxypropan-2-yl)cyclopropyl)-1-methyl-1H-benzimidazol-6-yl)pyridin-2(1H)-one). Yield: 21.0%. RXN SMILES: [OH:1][C:2]1[CH:7]=[CH:6][N:5]([C:8]2[CH:9]=[CH:10][C:11]3[N:15]=[C:14]([CH:16]4[CH2:18][CH:17]4[C:19]([OH:22])([CH3:21])[CH3:20])[N:13]([CH3:23])[C:12]=3[CH:24]=2)[C:4](=[O:25])[CH:3]=1.[Cl:26][C:27]1[S:31][C:30]([CH2:32]O)=[CH:29][CH:28]=1.C(P(CCCC)CCCC)CCC.N(C(N1CCCCC1)=O)=NC(N1CCCCC1)=O>C1COCC1>[Cl:26][C:27]1[S:31][C:30]([CH2:32][O:1][C:2]2[CH:7]=[CH:6][N:5]([C:8]3[CH:9]=[CH:10][C:11]4[N:15]=[C:14]([CH:16]5[CH2:18][CH:17]5[C:19]([OH:22])([CH3:20])[CH3:21])[N:13]([CH3:23])[C:12]=4[CH:24]=3)[C:4](=[O:25])[CH:3]=2)=[CH:29][CH:28]=1. Reported procedure: To a mixture of 4-hydroxy-1-(2-((1RS,2SR)-2-(2-hydroxypropan-2-yl)cyclopropyl)-1-methyl-1H-benzimidazol-6-yl)pyridin-2(1H)-one (100 mg), (5-chloro-2-thienyl)methanol (88 mg), tributylphosphine (0.219 ml) and THF (10 ml) was added 1,1′-(azodicarbonyl)dipiperidine (223 mg), and the mixture was stirred at 60° C. for 2 h. The reaction mixture was partitioned between EtOAc and water, and the organic layer was washed with brine, dried over MgSO4, and concentrated in vacuo. The residue was purified by ... The reactants are C(C)(C)(C)OC(NCC1=NC=C(C2=CC(=C(C=C12)OC)OC)C(=O)N1CC2=CC=CC=C2CC1)=O ([4-(3,4-dihydro-1H-isoquinoline-2-carbonyl)-6,7-dimethoxy-isoquinolin-1-ylmethyl]-carbamic acid tert-butyl ester), Cl (HCl). Run in CCOC(=O)C (EtOAc). Product: NCC1=NC=C(C2=CC(=C(C=C12)OC)OC)C(=O)N1CC2=CC=CC=C2CC1 ((1-Aminomethyl-6,7-dimethoxy-isoquinolin-4-yl)-(3,4-dihydro-1H-isoquinolin-2-yl)-methanone), hydrochloride salt. The yield is 93.0%. As a reaction SMILES: C(OC(=O)[NH:7][CH2:8][C:9]1[C:18]2[C:13](=[CH:14][C:15]([O:21][CH3:22])=[C:16]([O:19][CH3:20])[CH:17]=2)[C:12]([C:23]([N:25]2[CH2:34][CH2:33][C:32]3[C:27](=[CH:28][CH:29]=[CH:30][CH:31]=3)[CH2:26]2)=[O:24])=[CH:11][N:10]=1)(C)(C)C.Cl>CCOC(C)=O>[NH2:7][CH2:8][C:9]1[C:18]2[C:13](=[CH:14][C:15]([O:21][CH3:22])=[C:16]([O:19][CH3:20])[CH:17]=2)[C:12]([C:23]([N:25]2[CH2:34][CH2:33][C:32]3[C:27](=[CH:28][CH:29]=[CH:30][CH:31]=3)[CH2:26]2)=[O:24])=[CH:11][N:10]=1. Reported procedure: A solution of [4-(3,4-dihydro-1H-isoquinoline-2-carbonyl)-6,7-dimethoxy-isoquinolin-1-ylmethyl]-carbamic acid tert-butyl ester (81 mg, 0.17 mmol) in 2 mL EtOAc was treated with HCl (6N in dioxane) according to Example 1 to give (1-Aminomethyl-6,7-dimethoxy-isoquinolin-4-yl)-(3,4-dihydro-1H-isoquinolin-2-yl)-methanone as the hydrochloride salt (77 mg, 93%). MS: APCI (M+H) calc'd for C22H23N3O3+H 378.4; found 378.1. Run at temperature 0 celsius, time 1.5 hour. Reactants: C1=CC=C(C(=C1)CCC(C2=CC=CC=C2O)C3=CC=CC=C3O)O (Triphenol), O1CCCC=C1 (3, 4dihydro-2H-pyran), monohydrate. Yields the product O1C(CCCC1)OC1OCCCC1 (Ditetrahydropyranyl Ether). Reported procedure: A suspension of triphenol 3 (164 g, 0.672 mol) in 3, 4dihydro-2H-pyran (600 mL) (available from Aldrich Chemical Company Inc., Milwaukee, Wis.) was treated with p-toluenesulfonic add monohydrate (2×10 mg) at 0° C. The reaction mixture was stirred for 1.5 h at 0° C. and then for 1 h after removing the ice bath (the reaction was monitored by TLC; p-toluenesulfonic acid monohydrate was added until starting material and monotetrahydropyranyl ether had disappeared). The mixture was then treated with ... RXN SMILES: C1C=C(CC[CH:9]([C:17]2[C:22]([OH:23])=CC=CC=2)[C:10]2[C:15]([OH:16])=CC=CC=2)C(O)=CC=1.[O:25]1[CH:30]=[CH:29][CH2:28][CH2:27][CH2:26]1>>[O:25]1[CH2:30][CH2:29][CH2:28][CH2:27][CH:26]1[O:16][CH:15]1[CH2:10][CH2:9][CH2:17][CH2:22][O:23]1. The reactants are O=C([O-])[O-], CC#N, CCN(C(C)C)C(C)C, ClCCl, Cl, FC1(F)CCNCC1, COC(=O)CCC(C(N)=O)N1Cc2c(OCc3ccc(CCl)cc3)cccc2C1=O, [Na+], [Na+]. The product is COC(=O)CCC(C(N)=O)N1Cc2c(OCc3ccc(CN4CCC(F)(F)CC4)cc3)cccc2C1=O. As a reaction SMILES: [C:40](=[O:41])([O-:42])[O-:43].[CH3:55][C:56]#[N:57].[CH:46]([N:47]([CH2:48][CH3:49])[CH:50]([CH3:51])[CH3:52])([CH3:53])[CH3:54].[Cl:58][CH2:59][Cl:60].[ClH:31].[F:32][C:33]1([F:39])[CH2:34][CH2:35][NH:36][CH2:37][CH2:38]1.[NH2:1][C:2]([CH:3]([CH2:4][CH2:5][C:6](=[O:7])[O:8][CH3:9])[N:10]1[C:11](=[O:29])[c:12]2[cH:13][cH:14][cH:15][c:16]([O:19][CH2:20][c:21]3[cH:22][cH:23][c:24]([CH2:27][Cl:28])[cH:25][cH:26]3)[c:17]2[CH2:18]1)=[O:30].[Na+:44].[Na+:45]>>[NH2:1][C:2]([CH:3]([CH2:4][CH2:5][C:6](=[O:7])[O:8][CH3:9])[N:10]1[C:11](=[O:29])[c:12]2[cH:13][cH:14][cH:15][c:16]([O:19][CH2:20][c:21]3[cH:22][cH:23][c:24]([CH2:27][N:36]4[CH2:35][CH2:34][C:33]([F:32])([F:39])[CH2:38][CH2:37]4)[cH:25][cH:26]3)[c:17]2[CH2:18]1)=[O:30].